From a dataset of the Open Reaction Database (ORD), a public repository of structured organic reaction records. describe an organic reaction: reactants, conditions, products, and yield Starting materials: C(C)(C)(C)OC(=O)NC(SC)=NC(=O)OC(C)(C)C (1,3-Di-(tert-butoxycarbonyl)-2-methyl-isothiourea), CNC (dimethylamine). Conditions: time 18 hour. Product: C(C)(C)(C)OC(=O)NC(N(C)C)=NC(=O)OC(C)(C)C (N',N"-Di-(tert-butoxycarbonyl)-N,N-dimethyl-guanidine). Reaction SMILES: [C:1]([O:5][C:6]([NH:8][C:9](=[N:12][C:13]([O:15][C:16]([CH3:19])([CH3:18])[CH3:17])=[O:14])SC)=[O:7])([CH3:4])([CH3:3])[CH3:2].[CH3:20][NH:21][CH3:22]>>[C:1]([O:5][C:6]([NH:8][C:9](=[N:12][C:13]([O:15][C:16]([CH3:19])([CH3:18])[CH3:17])=[O:14])[N:21]([CH3:22])[CH3:20])=[O:7])([CH3:4])([CH3:3])[CH3:2]. Reported procedure: 1,3-Di-(tert-butoxycarbonyl)-2-methyl-isothiourea (Japanese Patent Unexamined Publication No. 2-3661) (3.00 g) was dissolved in a 50% aqueous dimethylamine solution (40 ml) and the resulting solution was stirred at room temperature for 18 hours. The solvent was distilled off under reduced pressure and the residue was purified by a silica gel column chromatography to obtain the desired compound (2.58 g). Starting materials: CNN, CO, O=c1c(Cl)c(Cl)cnn1-c1cc(C(F)(F)F)ccc1F. Yields the product CN(N)c1cnn(-c2cc(C(F)(F)F)ccc2F)c(=O)c1Cl. Reaction SMILES: [CH3:21][NH:22][NH2:23].[CH3:24][OH:25].[Cl:1][c:2]1[c:3](=[O:20])[n:4](-[c:9]2[c:10]([F:19])[cH:11][cH:12][c:13]([C:15]([F:16])([F:17])[F:18])[cH:14]2)[n:5][cH:6][c:7]1[Cl:8]>>[Cl:1][c:2]1[c:3](=[O:20])[n:4](-[c:9]2[c:10]([F:19])[cH:11][cH:12][c:13]([C:15]([F:16])([F:17])[F:18])[cH:14]2)[n:5][cH:6][c:7]1[N:22]([CH3:21])[NH2:23]. Reactants: ClC1=CC(=C(C(=O)O)C=C1)OCC (4-chloro-2-ethoxybenzoic acid), C(C)(C)(C)OC(=O)NCC=1C=C(C=CC1OC)CC(C(=O)[O-])OC(C)C (3-[3-([(tert-butoxycarbonyl)amino)methyl]-4-methoxyphenyl]-2-isopropoxypropanoate). Product: ClC1=CC(=C(C(=O)NCC=2C=C(C=CC2OC)CC(C(=O)O)OC(C)C)C=C1)OCC (3-(3-[(4-chloro-2-ethoxybenzoyl)amino]methyl-4-methoxyphenyl)-2-isopropoxypropanoic acid). RXN SMILES: [Cl:1][C:2]1[CH:10]=[CH:9][C:5]([C:6]([OH:8])=O)=[C:4]([O:11][CH2:12][CH3:13])[CH:3]=1.C(OC([NH:21][CH2:22][C:23]1[CH:24]=[C:25]([CH2:31][CH:32]([O:36][CH:37]([CH3:39])[CH3:38])[C:33]([O-:35])=[O:34])[CH:26]=[CH:27][C:28]=1[O:29][CH3:30])=O)(C)(C)C>>[Cl:1][C:2]1[CH:10]=[CH:9][C:5]([C:6]([NH:21][CH2:22][C:23]2[CH:24]=[C:25]([CH2:31][CH:32]([O:36][CH:37]([CH3:39])[CH3:38])[C:33]([OH:35])=[O:34])[CH:26]=[CH:27][C:28]=2[O:29][CH3:30])=[O:8])=[C:4]([O:11][CH2:12][CH3:13])[CH:3]=1. Procedure details: Using 4-chloro-2-ethoxybenzoic acid and 3-[3-([(tert-butoxycarbonyl)amino)methyl]-4-methoxyphenyl]-2-isopropoxypropanoate, 3-(3-[(4-chloro-2-ethoxybenzoyl)amino]methyl-4-methoxyphenyl)-2-isopropoxypropanoic acid was obtained in the same method as in Example 38). The reactants are ClC1=NC=CC(=C1)CO (2-chloro-4-hydroxymethylpyridine), S(=O)(Cl)Cl (thionyl chloride), O (water), CN(C=O)C (dimethylformamide). Run in ClCCl (dichloromethane). Run at time 3 hour. Product: ClC1=NC=CC(=C1)CCl (2-chloro-4-chloromethylpyridine). RXN SMILES: [Cl:1][C:2]1[CH:7]=[C:6]([CH2:8]O)[CH:5]=[CH:4][N:3]=1.S(Cl)([Cl:12])=O.CN(C)C=O.O>ClCCl>[Cl:1][C:2]1[CH:7]=[C:6]([CH2:8][Cl:12])[CH:5]=[CH:4][N:3]=1. Procedure details: To a solution of 11.3 g of 2-chloro-4-hydroxymethylpyridine obtained in stage a) below in 200 mL of dichloromethane are added dropwise 6.896 mL of thionyl chloride, followed by 2.1 mL of dimethylformamide, the reaction mixture is stirred for 3 hours at room temperature and 50 mL of water are then added dropwise. The phases are separated and the organic phase is washed with water, dried over magnesium sulphate, filtered and concentrated under reduced pressure to give 12.8 g of 2-chloro-4-chlorome... Reactants: BrC1=C(N=C2N1C=CC=C2)C(=O)N(C)OC (3-bromo-N-methoxy-N-methylimidazo[1,2-a]pyridine-2-carboxamide), FC=1C=C(C=CC1)B(O)O ((3-fluorophenyl)boronic acid). Yields the product FC=1C=C(C=CC1)C1=C(N=C2N1C=CC=C2)C(=O)N(C)OC (3-(3-Fluorophenyl)-N-methoxy-N-methylimidazo[1,2-a]pyridine-2-carboxamide). The yield is 80.0%. As a reaction SMILES: Br[C:2]1[N:6]2[CH:7]=[CH:8][CH:9]=[CH:10][C:5]2=[N:4][C:3]=1[C:11]([N:13]([O:15][CH3:16])[CH3:14])=[O:12].[F:17][C:18]1[CH:19]=[C:20](B(O)O)[CH:21]=[CH:22][CH:23]=1>>[F:17][C:18]1[CH:23]=[C:22]([C:2]2[N:6]3[CH:7]=[CH:8][CH:9]=[CH:10][C:5]3=[N:4][C:3]=2[C:11]([N:13]([O:15][CH3:16])[CH3:14])=[O:12])[CH:21]=[CH:20][CH:19]=1. Procedure details: The desired compound was prepared according to the procedure of Example 1, step E, using 3-bromo-N-methoxy-N-methylimidazo[1,2-a]pyridine-2-carboxamide and (3-fluorophenyl)boronic acid as the starting materials in 80% yield. LCMS for C16H15FN3O2 (M+H)+: m/z=300.1. Reactants: CCCc1cc(C(C)=O)ccc1OC(C(=O)O)c1ccc2c(c1)OCO2, O=C(n1ccnc1)n1ccnc1, CC(C)c1ccc(S(N)(=O)=O)cc1, CN(C)C=O. Yields the product CCCc1cc(C(C)=O)ccc1OC(C(=O)NS(=O)(=O)c1ccc(C(C)C)cc1)c1ccc2c(c1)OCO2. As a reaction SMILES: [C:1]([CH3:2])(=[O:3])[c:4]1[cH:5][c:6]([CH2:24][CH2:25][CH3:26])[c:7]([O:8][CH:9]([C:10](=[O:11])[OH:12])[c:13]2[cH:14][c:15]3[c:16]([cH:17][cH:18]2)[O:19][CH2:20][O:21]3)[cH:22][cH:23]1.[C:27]([n:28]1[cH:29][cH:30][n:31][cH:32]1)([n:33]1[cH:34][cH:35][n:36][cH:37]1)=[O:38].[CH:39]([CH3:40])([CH3:41])[c:42]1[cH:43][cH:44][c:45]([S:48](=[O:49])(=[O:50])[NH2:51])[cH:46][cH:47]1.[O:52]=[CH:53][N:54]([CH3:55])[CH3:56]>>[C:1]([CH3:2])(=[O:3])[c:4]1[cH:5][c:6]([CH2:24][CH2:25][CH3:26])[c:7]([O:8][CH:9]([C:10](=[O:12])[NH:51][S:48]([c:45]2[cH:44][cH:43][c:42]([CH:39]([CH3:40])[CH3:41])[cH:47][cH:46]2)(=[O:49])=[O:50])[c:13]2[cH:14][c:15]3[c:16]([cH:17][cH:18]2)[O:19][CH2:20][O:21]3)[cH:22][cH:23]1. The reactants are C(C1=CC=CC=C1)(=O)NC1=CC=C(C=C1)C1=CC=C2CN(C(C2=C1)=O)[C@H](C(=O)O)C(C)C ((S)-2-(6-(4-Benzamidophenyl)-1-oxoisoindolin-2-yl)-3-methylbutanoic acid), ClC1=CC=C(C(=O)NC2=CC(=C(C=C2)C2=CC=C3CN(C(C3=C2)=O)[C@H](C(=O)OC)C(C)C)F)C=C1 ((S)-Methyl 2-(6-(4-(4-chlorobenzamido)-2-fluorophenyl)-1-oxoisoindolin-2-yl)-3-methylbutanoate). Yield: 87.0%. Reaction SMILES: C(NC1C=CC(C2C=C3C(CN([C@@H](C(C)C)C(O)=O)C3=O)=CC=2)=CC=1)(=O)C1C=CC=CC=1.[Cl:33][C:34]1[CH:67]=[CH:66][C:37]([C:38]([NH:40][C:41]2[CH:46]=[CH:45][C:44]([C:47]3[CH:55]=[C:54]4[C:50]([CH2:51][N:52]([C@@H:57]([CH:62]([CH3:64])[CH3:63])[C:58]([O:60]C)=[O:59])[C:53]4=[O:56])=[CH:49][CH:48]=3)=[C:43]([F:65])[CH:42]=2)=[O:39])=[CH:36][CH:35]=1>>[Cl:33][C:34]1[CH:35]=[CH:36][C:37]([C:38]([NH:40][C:41]2[CH:46]=[CH:45][C:44]([C:47]3[CH:55]=[C:54]4[C:50]([CH2:51][N:52]([C@@H:57]([CH:62]([CH3:64])[CH3:63])[C:58]([OH:60])=[O:59])[C:53]4=[O:56])=[CH:49][CH:48]=3)=[C:43]([F:65])[CH:42]=2)=[O:39])=[CH:66][CH:67]=1. Product: ClC1=CC=C(C(=O)NC2=CC(=C(C=C2)C2=CC=C3CN(C(C3=C2)=O)[C@H](C(=O)O)C(C)C)F)C=C1 ((S)-2-(6-(4-(4-Chlorobenzamido)-2-fluorophenyl)-1-oxoisoindolin-2-yl)-3-methyl butanoic acid). Procedure details: The compound of example 606 was prepared analogous to compound of example 98 by hydrolysis of compound of example 605. Reactants: resultant mixture, BrC1=C(C=C(C(=O)O)C=C1)C (4-Bromo-3-methylbenzoic acid), 1,1-carbonyldiimidazole, CN (Methylamine). Run in C1CCOC1 (THF). Reaction conditions: temperature 5 celsius, time 2.5 hour. The product is BrC1=C(C=C(C(=O)NC)C=C1)C (4-Bromo-3,N-dimethylbenzamide). RXN SMILES: [Br:1][C:2]1[CH:10]=[CH:9][C:5]([C:6](O)=[O:7])=[CH:4][C:3]=1[CH3:11].[CH3:12][NH2:13]>C1COCC1>[Br:1][C:2]1[CH:10]=[CH:9][C:5]([C:6]([NH:13][CH3:12])=[O:7])=[CH:4][C:3]=1[CH3:11]. Reported procedure: 4-Bromo-3-methylbenzoic acid (20 g) was added to a suspension of 1,1-carbonyldiimidazole (18.1 g) in dry THF (250 ml) at 5° C. and the resulting suspension stirred for 2.5 h at 5° C. Methylamine (33% w/v, solution in methanol 50 ml) was added dropwise over 5 min and the resultant mixture stirred at 23° for 15 h. The solution was evaporated and the residue treated with aqueous 2M-hydrochloric acid (150 ml). The mixture was extracted with ether (4×150 ml) and the combined, dried organic extracts w...